Dataset: the Open Reaction Database (ORD), a public repository of structured organic reaction records. Task: describe an organic reaction: reactants, conditions, products, and yield Starting materials: Cl.C(C)OC([C@H](C[C@@H](CC1=CC=C(C=C1)C1=CC=CC=C1)N)C)=O ((2S,4S)-4-amino-5-biphenyl-4-yl-2-methylpentanoic acid ethyl ester hydrochloride), C1(=CC=C(C=C1)C[C@H](C[C@H](C(=O)O)C)NC(=O)OC(C)(C)C)C1=CC=CC=C1 ((2R,4S)-5-biphenyl-4-yl-4-tert-butoxycarbonylamino-2-methylpentanoic acid), C(C(C)(C)C)(=O)Cl (pivaloyl chloride), C(CC(O)(C(=O)O)CC(=O)O)(=O)O (Citric acid). The solvent is C(C)(=O)OC(C)C (isopropyl acetate), C(C)N(CC)CC (Triethylamine), C(C)(=O)OC(C)C (isopropyl acetate), C(C)(=O)OC(C)C (isopropyl acetate), O (water). Conditions: time 40 minute. Yields the product C(C)OC([C@@H](C[C@@H](CC1=CC=C(C=C1)C1=CC=CC=C1)NC(C(C)(C)C)=O)C)=O ((2R,4S)-5-Biphenyl-4-yl-4-(2,2-dimethylpropionylamino)-2-methylpentanoic acid ethyl ester), C1(=CC=C(C=C1)C[C@H](C[C@H](C(=O)O)C)NC(=O)OC(C)(C)C)C1=CC=CC=C1 ((2R,4S)-5-biphenyl-4-yl-4-tert-butoxycarbonylamino-2-methylpentanoic acid). RXN SMILES: Cl.[CH2:2]([O:4][C:5](=[O:24])[C@@H:6]([CH3:23])[CH2:7][C@H:8]([NH2:22])[CH2:9][C:10]1[CH:15]=[CH:14][C:13]([C:16]2[CH:21]=[CH:20][CH:19]=[CH:18][CH:17]=2)=[CH:12][CH:11]=1)[CH3:3].[C:25]1([C:47]2[CH:52]=[CH:51][CH:50]=[CH:49][CH:48]=2)[CH:30]=[CH:29][C:28]([CH2:31][C@@H:32]([NH:39][C:40]([O:42][C:43]([CH3:46])([CH3:45])[CH3:44])=[O:41])[CH2:33][C@@H:34]([CH3:38])[C:35]([OH:37])=[O:36])=[CH:27][CH:26]=1.[C:53](Cl)(=[O:58])[C:54]([CH3:57])([CH3:56])[CH3:55].C(O)(=O)CC(CC(O)=O)(C(O)=O)O>C(OC(C)C)(=O)C.O.C(N(CC)CC)C>[CH2:2]([O:4][C:5](=[O:24])[C@H:6]([CH3:23])[CH2:7][C@H:8]([NH:22][C:53](=[O:58])[C:54]([CH3:57])([CH3:56])[CH3:55])[CH2:9][C:10]1[CH:11]=[CH:12][C:13]([C:16]2[CH:21]=[CH:20][CH:19]=[CH:18][CH:17]=2)=[CH:14][CH:15]=1)[CH3:3].[C:25]1([C:47]2[CH:48]=[CH:49][CH:50]=[CH:51][CH:52]=2)[CH:26]=[CH:27][C:28]([CH2:31][C@@H:32]([NH:39][C:40]([O:42][C:43]([CH3:46])([CH3:44])[CH3:45])=[O:41])[CH2:33][C@@H:34]([CH3:38])[C:35]([OH:37])=[O:36])=[CH:29][CH:30]=1 |f:0.1|. Procedure: 10 g (2S,4S)-4-amino-5-biphenyl-4-yl-2-methylpentanoic acid ethyl ester hydrochloride (3-a, R1=R2=H, R3=Et) in isopropyl acetate (50 ml) is added to a mixture of pivaloyl chloride (4.1 ml) in isopropyl acetate (50 ml). The mixture is then stirred for 40 min at room temperature. Triethylamine (10.3 ml) in isopropyl acetate (30 ml) is then added over a period of 1 h. The resulting mixture is stirred for 16 h. Citric acid (7.5 g) dissolved in water (30 ml) is added and the phases are separated. The... Starting materials: C1CCOC1, CCOC(C)=O, NCCCN1C(=O)C2(OCCCO2)c2cc(N)ccc21, N. Product: Nc1ccc2c(c1)C1(OCCCO1)C1=NCCCN12. As a reaction SMILES: [CH2:21]1[O:22][CH2:23][CH2:24][CH2:25]1.[CH3:26][CH2:27][O:28][C:29]([CH3:30])=[O:31].[NH2:1][c:2]1[cH:3][c:4]2[c:5]([cH:6][cH:7]1)[N:8]([CH2:17][CH2:18][CH2:19][NH2:20])[C:9](=[O:16])[C:10]21[O:11][CH2:12][CH2:13][CH2:14][O:15]1.[NH3:32]>>[NH2:1][c:2]1[cH:3][c:4]2[c:5]([cH:6][cH:7]1)[N:8]1[C:9](=[N:20][CH2:19][CH2:18][CH2:17]1)[C:10]21[O:11][CH2:12][CH2:13][CH2:14][O:15]1. Starting materials: Br, CCCN1CCCC(c2cccc(OC)c2)C1, Cl. Yields the product Br, CCCN1CCCC(c2cccc(O)c2)C1. Reaction SMILES: [BrH:19].[CH2:2]([CH2:3][CH3:4])[N:5]1[CH2:6][CH:7]([c:11]2[cH:12][c:13]([O:17][CH3:18])[cH:14][cH:15][cH:16]2)[CH2:8][CH2:9][CH2:10]1.[ClH:1]>>[BrH:19].[CH2:2]([CH2:3][CH3:4])[N:5]1[CH2:6][CH:7]([c:11]2[cH:12][c:13]([OH:17])[cH:14][cH:15][cH:16]2)[CH2:8][CH2:9][CH2:10]1. Starting materials: CC#N, CC(C)(C)[O-], COC(=O)c1cccn1C, Cc1ccccc1, [K+]. The product is Cn1cccc1C(=O)CC#N. Reaction SMILES: [CH3:11][C:12]#[N:13].[CH3:14][C:15]([CH3:16])([O-:17])[CH3:18].[CH3:1][O:2][C:3](=[O:4])[c:5]1[n:6]([CH3:10])[cH:7][cH:8][cH:9]1.[CH3:20][c:21]1[cH:22][cH:23][cH:24][cH:25][cH:26]1.[K+:19]>>[C:3](=[O:4])([c:5]1[n:6]([CH3:10])[cH:7][cH:8][cH:9]1)[CH2:11][C:12]#[N:13]. Starting materials: 13a, anhydride, C(C)(=O)[O-].[Na+] (sodium acetate), BrC1=C(C=C2CCN(C(C2=C1)C(=O)O)C(C(=O)N(CCCC#CC=1SC=CC1)C(C)(C)C)=O)OC (7-bromo-2-(2-(tert-butyl(5-(thiophen-2-yl)pent-4-ynyl)amino)-2-oxoacetyl)-6-methoxy-1,2,3,4-tetrahydroisoquinoline-1-carboxylic acid), C(C)(C)(C)N(C(C(=O)O)=O)CCCC#C (2-(tert-butyl(pent-4-ynyl)amino)-2-oxoacetic acid), [NH4+].[OH-] (NH4OH). Solvent: O (water), C(C)(=O)OC(C)=O (acetic anhydride). Reaction conditions: temperature 100 celsius, time 1 hour. Yields the product C(C)(C)(C)N1C(C2=C(C=C3N2CCC=2C=C(C(=CC32)Br)OC)CCC1)=O (9-tert-butyl-2-bromo-3-methoxy-5,6,9,10,11,12-hexahydro-8H-azepino[4′,3′:4,5]pyrrolo[2,1-a]isoquinolin-8-one). RXN SMILES: [Br:1][C:2]1[CH:11]=[C:10]2[C:5]([CH2:6][CH2:7][N:8]([C:15](=O)[C:16]([N:18]([C:29]([CH3:32])([CH3:31])[CH3:30])[CH2:19][CH2:20][CH2:21][C:22]#CC3SC=CC=3)=[O:17])[CH:9]2[C:12](O)=O)=[CH:4][C:3]=1[O:34][CH3:35].C(N(CCCC#C)C(=O)C(O)=O)(C)(C)C.C([O-])(=O)C.[Na+].[NH4+].[OH-]>C(OC(=O)C)(=O)C.O>[C:29]([N:18]1[CH2:19][CH2:20][CH2:21][C:22]2[CH:12]=[C:9]3[C:10]4[CH:11]=[C:2]([Br:1])[C:3]([O:34][CH3:35])=[CH:4][C:5]=4[CH2:6][CH2:7][N:8]3[C:15]=2[C:16]1=[O:17])([CH3:30])([CH3:31])[CH3:32] |f:2.3,4.5|. Procedure: A mixture of 1 g of 13a (prepared analogously to compound 3c, starting from 2-(tert-butyl(pent-4-ynyl)amino)-2-oxoacetic acid) and 1 g of sodium acetate in 10 ml of acetic anhydride was heated at 100° C. for 1 hr. The reaction mixture was cooled and 30 ml of water was added and stirred for 1 hr to decompose excess anhydride. The reaction mixture was neutralized by addition of cold conc. NH4OH and the product was extracted with ethyl acetate. The extract was washed with water, dried, concentrated... Reactants: CC(=O)O, COC(=O)c1cc(C)c(Br)s1, N, O, [Zn]. Product: COC(=O)c1cc(C)cs1. Reaction SMILES: [CH3:15][C:16](=[O:17])[OH:18].[CH3:1][O:2][C:3](=[O:4])[c:5]1[s:6][c:7]([Br:11])[c:8]([CH3:10])[cH:9]1.[NH3:13].[OH2:12].[Zn:14]>>[CH3:1][O:2][C:3](=[O:4])[c:5]1[s:6][cH:7][c:8]([CH3:10])[cH:9]1. Reactants: BrCCCN1C(C=2C(C1=O)=CC=CC2)=O (N-(3-bromopropyl) phthalimide), O (water), [H-].[Na+] (sodium hydride), C1(=CC=CC=C1)C1=NC2=C(NC3=C1C=CC=C3)N=CC=C2 (6-phenyl-11H-pyrido[2,3-b][1,4]benzodiazepine). Solvent: CN(C=O)C (dimethylformamide), CN(C=O)C (dimethylformamide). Conditions: time 16 hour. Product: O=C1N(C(C2=CC=CC=C12)=O)CCCN1C2=C(N=C(C3=C1C=CC=C3)C3=CC=CC=C3)C=CC=N2 (11-[3-(1,3-Dihydro-1,3-dioxo-2H-isoindol-2-yl)propyl]-6-phenyl-11H-pyrido[2,3-b][1,4]benzodiazepine). The yield is 43.9%. RXN SMILES: [H-].[Na+].[C:3]1([C:9]2[C:15]3[CH:16]=[CH:17][CH:18]=[CH:19][C:14]=3[NH:13][C:12]3[N:20]=[CH:21][CH:22]=[CH:23][C:11]=3[N:10]=2)[CH:8]=[CH:7][CH:6]=[CH:5][CH:4]=1.Br[CH2:25][CH2:26][CH2:27][N:28]1[C:32](=[O:33])[C:31]2=[CH:34][CH:35]=[CH:36][CH:37]=[C:30]2[C:29]1=[O:38].O>CN(C)C=O>[O:38]=[C:29]1[C:30]2[C:31](=[CH:34][CH:35]=[CH:36][CH:37]=2)[C:32](=[O:33])[N:28]1[CH2:27][CH2:26][CH2:25][N:13]1[C:14]2[CH:19]=[CH:18][CH:17]=[CH:16][C:15]=2[C:9]([C:3]2[CH:4]=[CH:5][CH:6]=[CH:7][CH:8]=2)=[N:10][C:11]2[CH:23]=[CH:22][CH:21]=[N:20][C:12]1=2 |f:0.1|. Reported procedure: To a stirred suspension of 0.56 g (0.023 mole) of sodium hydride in 25 ml of anhydrous dimethylformamide was added, portionwise, 5.0 g (0.0184 mole) of 6-phenyl-11H-pyrido[2,3-b][1,4]benzodiazepine. The reaction mixture was warmed to 80°±2° C. for 1 hr and cooled to room temperature. A solution of 5.55 g (0.020 mole) of N-(3-bromopropyl) phthalimide in 10 ml of anhydrous dimethylformamide was added dropwise and after stirring for 16 hr the reaction mixture was poured into 650 ml of water and sti... Reactants: O=CCCc1cn(C(c2ccccc2)(c2ccccc2)c2ccccc2)cn1, [Li]CCCC, CCOC(=O)CP(=O)(OCC)OCC, CC(C)NC(C)C, C1CCOC1. Yields the product CCOC(=O)C=CCCc1cn(C(c2ccccc2)(c2ccccc2)c2ccccc2)cn1. As a reaction SMILES: [C:27]([c:28]1[cH:29][cH:30][cH:31][cH:32][cH:33]1)([c:34]1[cH:35][cH:36][cH:37][cH:38][cH:39]1)([c:40]1[cH:41][cH:42][cH:43][cH:44][cH:45]1)[n:46]1[cH:47][n:48][c:49]([CH2:51][CH2:52][CH:53]=[O:54])[cH:50]1.[CH2:8]([Li:9])[CH2:10][CH2:11][CH3:12].[CH3:13][CH2:14][O:15][C:16](=[O:17])[CH2:18][P:19]([O:20][CH2:21][CH3:22])([O:23][CH2:24][CH3:25])=[O:26].[CH:1]([NH:2][CH:3]([CH3:4])[CH3:5])([CH3:6])[CH3:7].[O:55]1[CH2:56][CH2:57][CH2:58][CH2:59]1>>[CH3:13][CH2:14][O:15][C:16](=[O:17])[CH:18]=[CH:53][CH2:52][CH2:51][c:49]1[n:48][cH:47][n:46]([C:27]([c:28]2[cH:29][cH:30][cH:31][cH:32][cH:33]2)([c:34]2[cH:35][cH:36][cH:37][cH:38][cH:39]2)[c:40]2[cH:41][cH:42][cH:43][cH:44][cH:45]2)[cH:50]1. Starting materials: C1(=CC=CC=C1)COC=1C=C(C=CC1)C1=CC=C(C=C1)C(=O)NCCCCC=1C=NC=CC1 (3'-(phenylmethoxy)-N-[4-(3-pyridinyl)butyl][1,1'-biphenyl]-4-carboxamide). The reagents and catalysts are [Pd] (palladium on carbon). Run in C(C)O (ethanol). Yields the product OC=1C=C(C=CC1)C1=CC=C(C=C1)C(=O)NCCCCC=1C=NC=CC1 (3'-hydroxy-N-[4-(3-pyridinyl)butyl][1,1'-biphenyl]-4-carboxamide). Isolated yield 58.2%. Reaction SMILES: C1(C[O:8][C:9]2[CH:10]=[C:11]([C:15]3[CH:20]=[CH:19][C:18]([C:21]([NH:23][CH2:24][CH2:25][CH2:26][CH2:27][C:28]4[CH:29]=[N:30][CH:31]=[CH:32][CH:33]=4)=[O:22])=[CH:17][CH:16]=3)[CH:12]=[CH:13][CH:14]=2)C=CC=CC=1>C(O)C.[Pd]>[OH:8][C:9]1[CH:10]=[C:11]([C:15]2[CH:16]=[CH:17][C:18]([C:21]([NH:23][CH2:24][CH2:25][CH2:26][CH2:27][C:28]3[CH:29]=[N:30][CH:31]=[CH:32][CH:33]=3)=[O:22])=[CH:19][CH:20]=2)[CH:12]=[CH:13][CH:14]=1. Procedure details: A solution of 7.8 g of 3'-(phenylmethoxy)-N-[4-(3-pyridinyl)butyl][1,1'-biphenyl]-4-carboxamide in 150 mL of ethanol was hydrogenated over 0.8 g of 10% palladium on carbon. The product was crystallized from acetonitrile to give 3.6 g of 3'-hydroxy-N-[4-(3-pyridinyl)butyl][1,1'-biphenyl]-4-carboxamide mp 150°-151.5° C. The analytical sample was obtained from acetonitrile, mp 151.5°-152.5° C. Starting materials: OC1=C(C=NC2=CC=NC=C12)C(=O)OCC (Ethyl 4-hydroxy-1,6-naphthyridine-3-carboxylate), [OH-].[Na+] (sodium hydroxide), C (charcoal). Product: OC1=C(C=NC2=CC=NC=C12)C(=O)O (4-Hydroxy-1,6-naphthyridine-3-carboxylic acid). The yield is 62.2%. RXN SMILES: [OH:1][C:2]1[C:11]2[C:6](=[CH:7][CH:8]=[N:9][CH:10]=2)[N:5]=[CH:4][C:3]=1[C:12]([O:14]CC)=[O:13].[OH-].[Na+].C>>[OH:1][C:2]1[C:11]2[C:6](=[CH:7][CH:8]=[N:9][CH:10]=2)[N:5]=[CH:4][C:3]=1[C:12]([OH:14])=[O:13] |f:1.2|. Procedure details: Ethyl 4-hydroxy-1,6-naphthyridine-3-carboxylate (2.6 g, 11 mmol) was refluxed for six hours with sodium hydroxide (25 mL, 4%). The hot solution was decolorized with charcoal, filtered and acidified to pH 3. After cooling, the precipitate was removed by filtration, washed with water and dried to give the title compound (1.3 g) as a tan powder. 1H NMR (DMSO_d6): δ: 14.66 (s, 1H), 12.8-14 (br, 1H), 9.42 (s, 1H), 8.98 (s, 1H), 8.80 (d, J=5.6, 1H), 7.69 (d, J=5.6, 1H), MS (ESI) m/e (M+H+) 191.12.